This data is from the Open Reaction Database (ORD), a public repository of structured organic reaction records. The task is: describe an organic reaction: reactants, conditions, products, and yield Starting materials: N[C@H]([C@@H](CN(S(=O)(=O)C1=CC2=C(OCO2)C=C1)CC(CCCC#N)(C)C)O)CC1=CC=C(C=C1)OCC1=CC=CC=C1 (N-{(2R,3S)-3-Amino-4-[4-(benzyloxy)phenyl]-2-hydroxybutyl}-N-(5-cyano-2,2-dimethylpentyl)-1,3-benzodioxole-5-sulfonamide), O1C[C@H](CC1)OC(=O)ON1C(CCC1=O)=O.C(C)(C)NC(C)C.C(C)#N (1-({[(3S)-tetrahydro-3-furanyloxy]carbonyl}oxy)-2,5-pyrrolidinedione diisopropylamine acetonitrile). Yields the product O1COC2=C1C=CC(=C2)S(=O)(=O)N(C[C@H]([C@H](CC2=CC=C(C=C2)OCC2=CC=CC=C2)NC(O[C@@H]2COCC2)=O)O)CC(CCCC#N)(C)C ((3S)-Tetrahydro-3-furanyl (1S,2R)-3-[(1,3-benzodioxol-5-ylsulfonyl)(5-cyano-2,2-dimethylpentyl)amino]-1-[4-(benzyloxy)benzyl]-2-hydroxypropylcarbamate). Reaction SMILES: [NH2:1][C@@H:2]([CH2:28][C:29]1[CH:34]=[CH:33][C:32]([O:35][CH2:36][C:37]2[CH:42]=[CH:41][CH:40]=[CH:39][CH:38]=2)=[CH:31][CH:30]=1)[C@H:3]([OH:27])[CH2:4][N:5]([CH2:18][C:19]([CH3:26])([CH3:25])[CH2:20][CH2:21][CH2:22][C:23]#[N:24])[S:6]([C:9]1[CH:17]=[CH:16][C:12]2[O:13][CH2:14][O:15][C:11]=2[CH:10]=1)(=[O:8])=[O:7].[O:43]1[CH2:47][CH2:46][C@H:45]([O:48][C:49](ON2C(=O)CCC2=O)=[O:50])[CH2:44]1.C(NC(C)C)(C)C.C(#N)C>>[O:13]1[C:12]2[CH:16]=[CH:17][C:9]([S:6]([N:5]([CH2:18][C:19]([CH3:26])([CH3:25])[CH2:20][CH2:21][CH2:22][C:23]#[N:24])[CH2:4][C@@H:3]([OH:27])[C@@H:2]([NH:1][C:49](=[O:50])[O:48][C@H:45]3[CH2:46][CH2:47][O:43][CH2:44]3)[CH2:28][C:29]3[CH:30]=[CH:31][C:32]([O:35][CH2:36][C:37]4[CH:38]=[CH:39][CH:40]=[CH:41][CH:42]=4)=[CH:33][CH:34]=3)(=[O:8])=[O:7])=[CH:10][C:11]=2[O:15][CH2:14]1 |f:1.2.3|. Procedure details: N-{(2R,3S)-3-Amino-4-[4-(benzyloxy)phenyl]-2-hydroxybutyl}-N-(5-cyano-2,2-dimethylpentyl)-1,3-benzodioxole-5-sulfonamide was treated with 1-({[(3S)-tetrahydro-3-furanyloxy]carbonyl}oxy)-2,5-pyrrolidinedione/diisopropylamine/acetonitrile as previously described to provide the title product as a solid foam. 1H NMR (DMSO-d6): δ 0.88 (3H, s), 0.90 (3H, s), 1.3 (2H, dd), 1.5-1.6 (2H, m), 1.7-1.8 (1H, m), 2.0-2.2 (1H, m), 2.37 (1H, t), 2.4 (2H, t), 2.75-2.85 (3H, m), 2.9 (1H, dd), 3.30-3.45 (3H, m), 3... Reactants: C(CCC)[Li] (butyllithium), C6 alkane, C(CC=C)C1=CC=CC1 (γ-butenylcyclopentadiene). The solvent is C1CCOC1 (THF). Run at time 1 hour. The product is C(CC=C)C1(C=CC=C1)[Li] (γ-butenylcyclopentadienyllithium). Reaction SMILES: C([Li:5])CCC.[CH2:6]([C:10]1[CH2:14][CH:13]=[CH:12][CH:11]=1)[CH2:7][CH:8]=[CH2:9]>C1COCC1>[CH2:6]([C:10]1([Li:5])[CH:14]=[CH:13][CH:12]=[CH:11]1)[CH2:7][CH:8]=[CH2:9]. Reported procedure: 47.5 millimoles of butyllithium mixed with a C6 alkane are added slowly to 47.5 millimoles of the γ-butenylcyclopentadiene prepared in the preceding stage (b), in 50 ml of THF at 0° C. and are stirred for 1 hours. The γ-butenylcyclopentadienyllithium solution thus produced is added to 19 millimoles of hafnium tetrachloride in 50 ml of THF at 0° C. and is stirred for 65 hours. The volatile compounds are removed under vacuum and the residue is extracted with ether and filtered. The product is prec... Reactants: CNC(NN)=S (4-methylthiosemicarbazide), CC(=O)C (acetone), FC1=C(C(=O)Cl)C=CC=C1 (2-fluorobenzoyl chloride). Solvent: N1=CC=CC=C1 (pyridine). The product is FC1=C(C(=O)N2N=C(SC2(C)C)NC)C=CC=C1 (4-(2-Fluorobenzoyl)-2-methylamino-5,5-dimethyl-4,5-dihydro-1,3,4-thiadiazole). Reaction SMILES: [CH3:1][NH:2][C:3](=[S:6])[NH:4][NH2:5].[CH3:7][C:8]([CH3:10])=O.[F:11][C:12]1[CH:20]=[CH:19][CH:18]=[CH:17][C:13]=1[C:14](Cl)=[O:15]>N1C=CC=CC=1>[F:11][C:12]1[CH:20]=[CH:19][CH:18]=[CH:17][C:13]=1[C:14]([N:5]1[C:8]([CH3:10])([CH3:7])[S:6][C:3]([NH:2][CH3:1])=[N:4]1)=[O:15]. Procedure: A 42 g. portion of 4-methylthiosemicarbazide was reacted with 400 ml. of acetone, and then with 32 ml. of pyridine and 63.6 g. of 2-fluorobenzoyl chloride to prepare 66.5 g. of the desired product, m.p. 136°-140°. Reactants: CCO, Cl, [Na+], [Na+], [OH-], CCOC(=O)c1cnn2c(-c3cccnc3)ccnc12, O=C([O-])c1cnn2c(-c3cccnc3)ccnc12. The product is O=C(O)c1cnn2c(-c3cccnc3)ccnc12. Reaction SMILES: [CH3:43][CH2:44][OH:45].[ClH:42].[Na+:22].[Na+:41].[OH-:21].[n:1]1[cH:2][c:3](-[c:7]2[cH:8][cH:9][n:10][c:11]3[n:12]2[n:13][cH:14][c:15]3[C:16](=[O:17])[O:18][CH2:19][CH3:20])[cH:4][cH:5][cH:6]1.[n:23]1[cH:24][cH:25][cH:26][c:27](-[c:28]2[n:29]3[n:30][cH:31][c:32]([C:33]([O-:34])=[O:35])[c:36]3[n:37][cH:38][cH:39]2)[cH:40]1>>[n:1]1[cH:2][c:3](-[c:7]2[cH:8][cH:9][n:10][c:11]3[n:12]2[n:13][cH:14][c:15]3[C:16](=[O:17])[OH:18])[cH:4][cH:5][cH:6]1. Reactants: BrC=1C(=NC=C(C1)C)C#N (3-bromo-5-methylpicolinonitrile), C(C)=O (acetaldehyde). The product is BrC=1C(=NC=C(C1)CC(C)O)C#N (3-Bromo-5-(2-hydroxypropyl)picolinonitrile). As a reaction SMILES: [Br:1][C:2]1[C:3]([C:9]#[N:10])=[N:4][CH:5]=[C:6]([CH3:8])[CH:7]=1.[CH:11](=[O:13])[CH3:12]>>[Br:1][C:2]1[C:3]([C:9]#[N:10])=[N:4][CH:5]=[C:6]([CH2:8][CH:11]([OH:13])[CH3:12])[CH:7]=1. Procedure details: 3-Bromo-5-(2-hydroxypropyl)picolinonitrile was prepared from 3-bromo-5-methylpicolinonitrile (from the previous step) and acetaldehyde following the procedures described for Example 53/Step 3. The reactants are C1=CC=NC(=C1)C(C=O)C=O (2-(2-Pyridyl)malondialdehyde), Cl.BrC=1C=C(C=CC1)NN (3-bromophenylhydrazine hydrochloride). Solvent: C(C)O (ethanol). Reaction conditions: temperature 75 celsius. Yields the product BrC=1C=C(C=CC1)N1N=CC(=C1)C1=NC=CC=C1 (2-[1-(3-bromophenyl)-1H-pyrazol-4-yl]pyridine). As a reaction SMILES: [CH:1]1[CH:6]=[C:5]([CH:7]([CH:10]=O)[CH:8]=O)[N:4]=[CH:3][CH:2]=1.Cl.[Br:13][C:14]1[CH:15]=[C:16]([NH:20][NH2:21])[CH:17]=[CH:18][CH:19]=1>C(O)C>[Br:13][C:14]1[CH:15]=[C:16]([N:20]2[CH:10]=[C:7]([C:5]3[CH:6]=[CH:1][CH:2]=[CH:3][N:4]=3)[CH:8]=[N:21]2)[CH:17]=[CH:18][CH:19]=1 |f:1.2|. Procedure: 2-(2-Pyridyl)malondialdehyde (100 mg, 0.67 mmol) and 3-bromophenylhydrazine hydrochloride (150 mg, 0.67 mmol) were suspended in ethanol (2 mL), and heated to 75° C. for 8 h. The reaction mixture was concentrated in vacuo and the residue was purified by silica gel preparative TLC eluting with hexanes:EtOAc (3:1) to afford 2-[1-(3-bromophenyl)-1H-pyrazol-4-yl]pyridine as a pale yellow solid. 1H-NMR (CDCl3, 300 MHz) δ 8.61 (d, J=4.8 Hz, 1H), 8.51 (s, 1H), 8.18 (s, 1H), 7.99 (s, 1H), 7.73-7.68 (m, 2... The reactants are BrCC1=CC=CC=2N=C(SC21)NC2=C(C=C(C=C2C)C)C (7-(bromomethyl)-N-mesityl-1,3-benzothiazol-2-amine), C([O-])([O-])=O.[K+].[K+] (potassium carbonate), C(CC)NCCC (dipropylamine). Solvent: C(C)#N (acetonitrile), ClCCl (dichloromethane), ClCCl (dichloromethane). Run at time 40 minute. Product: C(CC)N(CCC)CC1=CC=CC=2N=C(SC21)NC2=C(C=C(C=C2C)C)C (7-((Dipropylamino)methyl)-N-mesityl-1,3-benzothiazol-2-amine). The yield is 59.0%. As a reaction SMILES: Br[CH2:2][C:3]1[C:11]2[S:10][C:9]([NH:12][C:13]3[C:18]([CH3:19])=[CH:17][C:16]([CH3:20])=[CH:15][C:14]=3[CH3:21])=[N:8][C:7]=2[CH:6]=[CH:5][CH:4]=1.C(=O)([O-])[O-].[K+].[K+].[CH2:28]([NH:31][CH2:32][CH2:33][CH3:34])[CH2:29][CH3:30]>C(#N)C.ClCCl>[CH2:28]([N:31]([CH2:2][C:3]1[C:11]2[S:10][C:9]([NH:12][C:13]3[C:18]([CH3:19])=[CH:17][C:16]([CH3:20])=[CH:15][C:14]=3[CH3:21])=[N:8][C:7]=2[CH:6]=[CH:5][CH:4]=1)[CH2:32][CH2:33][CH3:34])[CH2:29][CH3:30] |f:1.2.3|. Procedure: To 0.045 g (0.12 mmol) of 7-(bromomethyl)-N-mesityl-1,3-benzothiazol-2-amine in 0.5 mL of acetonitrile and 2 mL of dichloromethane was added 0.086 g (0.62 mmol) of potassium carbonate and 85 μl, (0.62 mmol) of dipropylamine. The reaction was stirred for 40 min, diluted with dichloromethane and filtered. The filtrate was concentrated and purified by flash chromatography eluting with a 25% ethyl acetate/hexanes mixture to give 0.027 g (57%) of the title compound as a light yellow powder. Starting materials: [Si](C)(C)(C(C)(C)C)OC1CN(C1)C(=O)C1=CC2=NC=CC(=C2S1)OC1=C(C=C(C=C1)[N+](=O)[O-])F ((3-(tert-Butyldimethylsilyloxy)azetidin-1-yl)(7-(2-fluoro-4-nitrophenoxy)thieno[3,2-b]pyridin-2-yl)methanone), [BH4-].[Na+] (NaBH4), C(CN(CC(=O)O)CC(=O)O)N(CC(=O)O)CC(=O)O (EDTA). Solvent: CO.C1CCOC1 (MeOH THF). Conditions: time 1 hour. Product: NC1=CC(=C(OC2=C3C(=NC=C2)C=C(S3)C(=O)N3CC(C3)O[Si](C)(C)C(C)(C)C)C=C1)F ((7-(4-amino-2-fluorophenoxy)thieno[3,2-b]pyridin-2-yl)(3-(tert-butyldimethylsilyloxy)azetidin-1-yl)methanone). Isolated yield 45.8%. RXN SMILES: [Si:1]([O:8][CH:9]1[CH2:12][N:11]([C:13]([C:15]2[S:23][C:22]3[C:17](=[N:18][CH:19]=[CH:20][C:21]=3[O:24][C:25]3[CH:30]=[CH:29][C:28]([N+:31]([O-])=O)=[CH:27][C:26]=3[F:34])[CH:16]=2)=[O:14])[CH2:10]1)([C:4]([CH3:7])([CH3:6])[CH3:5])([CH3:3])[CH3:2].[BH4-].[Na+].C(N(CC(O)=O)CC(O)=O)CN(CC(O)=O)CC(O)=O>CO.C1COCC1>[NH2:31][C:28]1[CH:29]=[CH:30][C:25]([O:24][C:21]2[CH:20]=[CH:19][N:18]=[C:17]3[CH:16]=[C:15]([C:13]([N:11]4[CH2:12][CH:9]([O:8][Si:1]([C:4]([CH3:5])([CH3:6])[CH3:7])([CH3:3])[CH3:2])[CH2:10]4)=[O:14])[S:23][C:22]=23)=[C:26]([F:34])[CH:27]=1 |f:1.2,4.5|. Reported procedure: To a solution of (3-(tert-butyldimethylsilyloxy)azetidin-1-yl)(7-(2-fluoro-4-nitrophenoxy)thieno[3,2-b]pyridin-2-yl)methanone 273 (336 mg, 0.67 mmol) and NiCl20.6H2O (318 g, 1.34 mmol) in MeOH/THF (4.7 mL/4.7 mL) was added NaBH4 (101 g, 2.68 mmol) at 0° C. and the mixture stirred for 1 hr. The reaction mixture was added to an EDTA. 4Na (1.1 g/100 mL) solution and extracted with EtOAc. The aqueous layer was filtered and extracted again with EtOAc. The combined organic phase was dried over anhydro...